From a dataset of the Open Reaction Database (ORD), a public repository of structured organic reaction records. describe an organic reaction: reactants, conditions, products, and yield The reactants are ClC1=C(NC(=C1Cl)C)C(=O)N[C@H]1[C@H](CN(CC1)C=1SC(=CN1)C(=O)[O-])F.OCC(CO)([NH3+])CO (1,3-Dihydroxy-2-(hydroxymethyl)propan-2-aminium 2-((3S,4R)-4-{[(3,4-dichloro-5-methyl-1H-pyrrol-2-yl)carbonyl]amino}-3-fluoropiperidin-1-yl)-1,3-thiazole-5-carboxylate), ClC1=C(NC(=C1Cl)C)C(=O)N[C@H]1[C@H](CN(CC1)C=1SC(=CN1)C(=O)[O-])F.OCC(CO)([NH3+])CO (1,3-Dihydroxy-2-(hydroxymethyl)propan-2-aminium 2-((3S,4R)-4-{[(3,4-dichloro-5-methyl-1H-pyrrol-2-yl)carbonyl]amino}-3-fluoropiperidin-1-yl)-1,3-thiazole-5-carboxylate), O=S(Cl)Cl (SOCl2). Yields the product ClC1=C(NC(=C1Cl)C)C(=O)Cl (3,4-dichloro-5-methyl-1H-pyrrole-2-carbonyl chloride). As a reaction SMILES: [Cl:1][C:2]1[C:6]([Cl:7])=[C:5]([CH3:8])[NH:4][C:3]=1[C:9](N[C@@H]1CCN(C2SC(C([O-])=O)=CN=2)C[C@@H]1F)=[O:10].OCC(CO)([NH3+])CO.O=S(Cl)[Cl:37]>>[Cl:1][C:2]1[C:6]([Cl:7])=[C:5]([CH3:8])[NH:4][C:3]=1[C:9]([Cl:37])=[O:10] |f:0.1|. Procedure: A solution of 10.4 g (54 mmol) of 3,4-Dichloro-5-methyl-1H-pyrrole-2-carboxylic acid (Intermediate 1) in 100 ml SOCl2 was heated at reflux for 30 min. Solvent was removed to afford product. NMR (CDCl3): 2.3 (s, 1H), 8.8 (s, 1H). Reactants: O=Cc1ccc([N+](=O)[O-])cc1, Nc1ccccc1-c1[nH]ncc1[N+](=O)[O-]. Product: O=[N+]([O-])c1ccc(C2Nc3ccccc3-c3c([N+](=O)[O-])cnn32)cc1. RXN SMILES: [N+:16](=[O:17])([O-:18])[c:19]1[cH:20][cH:21][c:22]([CH:23]=[O:24])[cH:25][cH:26]1.[NH2:1][c:2]1[c:3](-[c:8]2[c:9]([N+:13](=[O:14])[O-:15])[cH:10][n:11][nH:12]2)[cH:4][cH:5][cH:6][cH:7]1>>[NH:1]1[c:2]2[c:3]([cH:4][cH:5][cH:6][cH:7]2)-[c:8]2[c:9]([N+:13](=[O:14])[O-:15])[cH:10][n:11][n:12]2[CH:23]1[c:22]1[cH:21][cH:20][c:19]([N+:16](=[O:17])[O-:18])[cH:26][cH:25]1. Reactants: FC1=CC=C(CC2=NN=C(O2)N)C=C1 (5-(4-fluoro-benzyl)-[1,3,4]oxadiazol-2-ylamine), NN (hydrazine). Solvent: O (water). Conditions: temperature 195 celsius. Product: FC1=CC=C(CC=2N(C(=NN2)N)N)C=C1 (5-(4-Fluoro-benzyl)-[1,2,4]triazole-3,4-diamine). RXN SMILES: [F:1][C:2]1[CH:14]=[CH:13][C:5]([CH2:6][C:7]2O[C:10]([NH2:12])=[N:9][N:8]=2)=[CH:4][CH:3]=1.[NH2:15][NH2:16]>O>[F:1][C:2]1[CH:3]=[CH:4][C:5]([CH2:6][C:7]2[N:15]([NH2:16])[C:10]([NH2:12])=[N:9][N:8]=2)=[CH:13][CH:14]=1. Reported procedure: A mixture of 5-(4-fluoro-benzyl)-[1,3,4]oxadiazol-2-ylamine 10.182 g (52.7 mmol), water 80 mL and anhydrous hydrazine 20 mL was refluxed under nitrogen on an oil bath (190-200° C.) for 23 hours. The mixture was cooled and allowed to crystallize at room temperature under nitrogen overnight. The precipitated product was collected by filtration, washed with ice-cold water (10 mL) and dried on high vacuum. The crude product was re-crystallized from water 60 mL (reflux under nitrogen, than to +4° C. ...